From a dataset of the Open Reaction Database (ORD), a public repository of structured organic reaction records. describe an organic reaction: reactants, conditions, products, and yield Starting materials: C(C)(=O)C=1C(NC(N([C@H]2C[C@H](O)[C@@H](CN=[N+]=[N-])O2)C1)=O)=O (5-acetyl-5'-azido-2',5'-dideoxyuridine), Cl (hydrogen chloride). Reagents/catalysts: [Pd] (palladium-on-charcoal). The solvent is C(C)O (ethanol), CO (methanol), CO (methanol). Conditions: time 3 hour. The product is Cl.C(C)(=O)C=1C(NC(N([C@H]2C[C@H](O)[C@@H](CN)O2)C1)=O)=O (5-acetyl-5'-amino-2',5'-dideoxyuridine hydrochloride). RXN SMILES: [C:1]([C:4]1[C:5](=[O:21])[NH:6][C:7](=[O:20])[N:8]([CH:19]=1)[C@@H:9]1[O:18][C@H:13]([CH2:14][N:15]=[N+]=[N-])[C@@H:11]([OH:12])[CH2:10]1)(=[O:3])[CH3:2].[ClH:22]>CO.[Pd].C(O)C>[ClH:22].[C:1]([C:4]1[C:5](=[O:21])[NH:6][C:7](=[O:20])[N:8]([CH:19]=1)[C@@H:9]1[O:18][C@H:13]([CH2:14][NH2:15])[C@@H:11]([OH:12])[CH2:10]1)(=[O:3])[CH3:2] |f:5.6|. Procedure details: 0.80 g of 5-acetyl-5'-azido-2',5'-dideoxyuridine was dissolved in 100 ml of methanol and 10 ml of 0.27M hydrogen chloride in methanol were added. 0.1 g of 5% palladium-on-charcoal catalyst was added as a slurry in ethanol and the mixture was hydrogenated for 3 hours at room temperature and under atmospheric pressure. The catalyst was removed by filtration and the filtrate was evaporated to give 0.91 g of hygro-scopic 5-acetyl-5'-amino-2',5'-dideoxyuridine hydrochloride of melting point 73°-85° C... Starting materials: CO, c1ccc(C(c2ccccc2)N2CCNCC2)cc1, S=C=S. Yields the product CSC(=S)N1CCN(C(c2ccccc2)c2ccccc2)CC1. RXN SMILES: [CH3:23][OH:24].[CH:1]([c:2]1[cH:3][cH:4][cH:5][cH:6][cH:7]1)([c:8]1[cH:9][cH:10][cH:11][cH:12][cH:13]1)[N:14]1[CH2:15][CH2:16][NH:17][CH2:18][CH2:19]1.[S:20]=[C:21]=[S:22]>>[CH:1]([c:2]1[cH:3][cH:4][cH:5][cH:6][cH:7]1)([c:8]1[cH:9][cH:10][cH:11][cH:12][cH:13]1)[N:14]1[CH2:15][CH2:16][N:17]([C:21](=[S:20])[S:22][CH3:23])[CH2:18][CH2:19]1. The reactants are FC(C1=NC(=CC=C1)OC1=CC=C(C=C1)OC)(F)F (2-trifluoromethyl-6-(4-methoxyphenoxy)pyridine), Br (hydrobromic acid). The solvent is O (water). Yields the product FC(C1=CC=CC(=N1)OC1=CC=C(C=C1)O)(F)F (4-((6-trifluoromethyl-2-pyridyl)oxy)phenol). RXN SMILES: [F:1][C:2]([F:19])([F:18])[C:3]1[CH:8]=[CH:7][CH:6]=[C:5]([O:9][C:10]2[CH:15]=[CH:14][C:13]([O:16]C)=[CH:12][CH:11]=2)[N:4]=1.Br>O>[F:19][C:2]([F:1])([F:18])[C:3]1[N:4]=[C:5]([O:9][C:10]2[CH:15]=[CH:14][C:13]([OH:16])=[CH:12][CH:11]=2)[CH:6]=[CH:7][CH:8]=1. Procedure: A mixture comprising 127 grams of 2-trifluoromethyl-6-(4-methoxyphenoxy)pyridine, prepared above in Example V, and 250 milliliters of 48 percent hydrobromic acid was heated at reflux overnight. The mixture was cooled and diluted with water and thereafter extracted with methylene chloride. The extract was concentrated under reduced pressure leaving the 4-((6-trifluoromethyl-2-pyridyl)oxy)phenol, a white solid, as a residue. Recrystallization of this solid from a 3:1 mixture of benzene and hexane ... The reactants are C(=O)C1=CC=C(S1)C(=O)O (5-Formylthiophene-2-carboxylic acid), CN(C(OC(C)(C)C)=O)CCCNC (tert-butyl methyl[3-(methylamino)propyl]carbamate). Yields the product C(=O)C1=CC=C(S1)C(=O)N(CCCN(C(OC(C)(C)C)=O)C)C (tert-Butyl (3-{[(5-formyl-2-thienyl)carbonyl](methyl)amino}propyl)methylcarbamate). The yield is 79.1%. As a reaction SMILES: [CH:1]([C:3]1[S:7][C:6]([C:8]([OH:10])=O)=[CH:5][CH:4]=1)=[O:2].[CH3:11][N:12]([CH2:20][CH2:21][CH2:22][NH:23][CH3:24])[C:13](=[O:19])[O:14][C:15]([CH3:18])([CH3:17])[CH3:16]>>[CH:1]([C:3]1[S:7][C:6]([C:8]([N:23]([CH3:24])[CH2:22][CH2:21][CH2:20][N:12]([CH3:11])[C:13](=[O:19])[O:14][C:15]([CH3:18])([CH3:16])[CH3:17])=[O:10])=[CH:5][CH:4]=1)=[O:2]. Procedure: 5-Formylthiophene-2-carboxylic acid (300 mg, 1.92 mmol) and tert-butyl methyl[3-(methylamino)propyl]carbamate (466 mg, 2.31 mmol) were used to give the title compound (517 mg; yield, 83%) as a colorless oily substance according to the method described in Example 41a. Reactants: COC(=O)c1ccc(S(=O)(=O)CC2(O)CCN(CCc3ccc(C#N)cc3)CC2)cc1, CO, [Na+], [OH-]. Product: N#Cc1ccc(CCN2CCC(O)(CS(=O)(=O)c3ccc(C(=O)[O-])cc3)CC2)cc1, [Na+]. As a reaction SMILES: [C:1](#[N:2])[c:3]1[cH:4][cH:5][c:6]([CH2:9][CH2:10][N:11]2[CH2:12][CH2:13][C:14]([OH:17])([CH2:18][S:19](=[O:20])(=[O:21])[c:22]3[cH:23][cH:24][c:25]([C:26](=[O:27])[O:28][CH3:29])[cH:30][cH:31]3)[CH2:15][CH2:16]2)[cH:7][cH:8]1.[CH3:34][OH:35].[Na+:33].[OH-:32]>>[C:1](#[N:2])[c:3]1[cH:4][cH:5][c:6]([CH2:9][CH2:10][N:11]2[CH2:12][CH2:13][C:14]([OH:17])([CH2:18][S:19](=[O:20])(=[O:21])[c:22]3[cH:23][cH:24][c:25]([C:26](=[O:27])[O-:28])[cH:30][cH:31]3)[CH2:15][CH2:16]2)[cH:7][cH:8]1.[Na+:33].